From a dataset of the Open Reaction Database (ORD), a public repository of structured organic reaction records. describe an organic reaction: reactants, conditions, products, and yield Reactants: C1CCOC1, CC1C(c2ccccc2)N1S(C)(=O)=O, Fc1ccc(-n2ncc3cc(S)ccc32)cc1, [H-], [Na+]. Reaction SMILES: [CH2:34]1[O:35][CH2:36][CH2:37][CH2:38]1.[CH3:1][CH:2]1[N:3]([S:11](=[O:12])(=[O:13])[CH3:14])[CH:4]1[c:5]1[cH:6][cH:7][cH:8][cH:9][cH:10]1.[F:15][c:16]1[cH:17][cH:18][c:19](-[n:22]2[n:23][cH:24][c:25]3[cH:26][c:27]([SH:31])[cH:28][cH:29][c:30]23)[cH:20][cH:21]1.[H-:32].[Na+:33]>>[CH3:1][CH:2]([NH:3][S:11](=[O:12])(=[O:13])[CH3:14])[CH:4]([c:5]1[cH:6][cH:7][cH:8][cH:9][cH:10]1)[S:31][c:27]1[cH:26][c:25]2[cH:24][n:23][n:22](-[c:19]3[cH:18][cH:17][c:16]([F:15])[cH:21][cH:20]3)[c:30]2[cH:29][cH:28]1. Yields the product CC(NS(C)(=O)=O)C(Sc1ccc2c(cnn2-c2ccc(F)cc2)c1)c1ccccc1. Starting materials: C1CCOC1, [N-]=[N+]=NCC1CCc2ccc(S(=O)(=O)c3cccc(F)c3)cc2O1, [H][H]. The product is NCC1CCc2ccc(S(=O)(=O)c3cccc(F)c3)cc2O1. Reaction SMILES: [CH2:27]1[O:28][CH2:29][CH2:30][CH2:31]1.[F:1][c:2]1[cH:3][c:4]([S:8](=[O:9])(=[O:10])[c:11]2[cH:12][cH:13][c:14]3[c:19]([cH:20]2)[O:18][CH:17]([CH2:21][N:22]=[N+:23]=[N-:24])[CH2:16][CH2:15]3)[cH:5][cH:6][cH:7]1.[H:25][H:26]>>[F:1][c:2]1[cH:3][c:4]([S:8](=[O:9])(=[O:10])[c:11]2[cH:12][cH:13][c:14]3[c:19]([cH:20]2)[O:18][CH:17]([CH2:21][NH2:22])[CH2:16][CH2:15]3)[cH:5][cH:6][cH:7]1. Yield: 99.2%. Procedure details: A suspension of iron (1.71 g, 30.7 mmol) (<10 micron) in ethanol (33.5 mL) was treated with 1.0 M hydrogen chloride in water (3.1 mL, 3.1 mmol) and was stirred at 60° C. for 2 h. The mixture was then cooled to 55-60° C. and treated with 5.0 M ammonium chloride in water (5.3 mL, 26.4 mmol) followed by addition of 3-(2-bromopyridin-3-yl)-5-nitro-3,4-dihydro-2H-1,4-benzoxazin-3-ol (2.16 g, 6.13 mmol, washed with 5 mL ethanol). The resulting suspension was stirred at 60-65° C. for 2 h. The suspensio... The reagents and catalysts are [Fe] (iron). Starting materials: BrC1=NC=CC=C1C1(COC2=C(N1)C(=CC=C2)[N+](=O)[O-])O (3-(2-bromopyridin-3-yl)-5-nitro-3,4-dihydro-2H-1,4-benzoxazin-3-ol), Cl (hydrogen chloride), O (water), [Cl-].[NH4+] (ammonium chloride), O (water). Run in C(C)O (ethanol), C(C)#N (acetonitrile). As a reaction SMILES: Cl.O.[Cl-].[NH4+].[Br:5][C:6]1[C:11]([C:12]2(O)[NH:17][C:16]3[C:18]([N+:22]([O-])=O)=[CH:19][CH:20]=[CH:21][C:15]=3[O:14][CH2:13]2)=[CH:10][CH:9]=[CH:8][N:7]=1>C(O)C.C(#N)C.[Fe]>[Br:5][C:6]1[C:11]([C:12]2[CH2:13][O:14][C:15]3[C:16](=[C:18]([NH2:22])[CH:19]=[CH:20][CH:21]=3)[N:17]=2)=[CH:10][CH:9]=[CH:8][N:7]=1 |f:2.3|. Run at temperature 60 celsius, time 2 hour. The product is BrC1=NC=CC=C1C=1COC=2C(N1)=C(C=CC2)N (3-(2-Bromopyridin-3-yl)-2H-1,4-benzoxazin-5-amine). Starting materials: C(C)(=O)NC1=C(C=C(C(=O)OC)C=C1)O (methyl 4-(acetylamino)-3-hydroxybenzoate), [N+](=O)([O-])C=1C=C(C=CC1)S(=O)(=O)OC[C@H]1OC1 ((2S)-oxiran-2-ylmethyl 3-nitrobenzenesulfonate), C([O-])([O-])=O.[Cs+].[Cs+] (caesium carbonate). Run in CN(C=O)C (dimethylformamide). Product: C(C)(=O)NC1=C(C=C(C(=O)OC)C=C1)OC[C@H]1OC1 (Methyl 4-(acetylamino)-3-[(2S)-oxiran-2-ylmethoxy]benzoate). The yield is 36.2%. As a reaction SMILES: [C:1]([NH:4][C:5]1[CH:14]=[CH:13][C:8]([C:9]([O:11][CH3:12])=[O:10])=[CH:7][C:6]=1[OH:15])(=[O:3])[CH3:2].[N+](C1C=C(S(O[CH2:29][C@@H:30]2[CH2:32][O:31]2)(=O)=O)C=CC=1)([O-])=O.C(=O)([O-])[O-].[Cs+].[Cs+]>CN(C)C=O>[C:1]([NH:4][C:5]1[CH:14]=[CH:13][C:8]([C:9]([O:11][CH3:12])=[O:10])=[CH:7][C:6]=1[O:15][CH2:29][C@@H:30]1[CH2:32][O:31]1)(=[O:3])[CH3:2] |f:2.3.4|. Procedure details: A solution of methyl 4-(acetylamino)-3-hydroxybenzoate (0.209 g, 1 mmol), (2S)-oxiran-2-ylmethyl 3-nitrobenzenesulfonate (0.26 g, 1 mmol) and caesium carbonate (0.39 g, 1.2 mmol) in dimethylformamide (5 mL) was stirred at room temperature overnight. The mixture was partitioned between water and ethyl acetate, and the organic phase was washed twice with water and once with brine, and finally concentrated. The crude material was purified by flash chromatoghrphy on silica gel (eluent:ethyl acetate/... Starting materials: ClC=1C=CC2=C(C(=NCC=3N2C(=NN3)C(CC)Cl)C3=C(C=CC=C3)Cl)C1 (8-chloro-1-(α-chloropropyl)-6-(o-chlorophenyl)-4H-s-triazolo[4,3-a][1,4]-benzodiazepine), C(CC)NCCC (dipropylamine), [I-].[Na+] (sodium iodide). The product is ClC=1C=CC2=C(C(=NCC=3N2C(=NN3)C(CC)N(CCC)CCC)C3=C(C=CC=C3)Cl)C1 (8-chloro-1-[α-(dipropylamino)propyl]-6-(o-chlorophenyl)-4H-s-triazolo[4,3-a][1,4]benzodiazepine). Reaction SMILES: [Cl:1][C:2]1[CH:3]=[CH:4][C:5]2[N:11]3[C:12]([CH:15](Cl)[CH2:16][CH3:17])=[N:13][N:14]=[C:10]3[CH2:9][N:8]=[C:7]([C:19]3[CH:24]=[CH:23][CH:22]=[CH:21][C:20]=3[Cl:25])[C:6]=2[CH:26]=1.[CH2:27]([NH:30][CH2:31][CH2:32][CH3:33])[CH2:28][CH3:29].[I-].[Na+]>>[Cl:1][C:2]1[CH:3]=[CH:4][C:5]2[N:11]3[C:12]([CH:15]([N:30]([CH2:31][CH2:32][CH3:33])[CH2:27][CH2:28][CH3:29])[CH2:16][CH3:17])=[N:13][N:14]=[C:10]3[CH2:9][N:8]=[C:7]([C:19]3[CH:24]=[CH:23][CH:22]=[CH:21][C:20]=3[Cl:25])[C:6]=2[CH:26]=1 |f:2.3|. Procedure: In a manner given in Example 1, 8-chloro-1-(α-chloropropyl)-6-(o-chlorophenyl)-4H-s-triazolo[4,3-a][1,4]-benzodiazepine was reacted with dipropylamine in the presence of sodium iodide to give 8-chloro-1-[α-(dipropylamino)propyl]-6-(o-chlorophenyl)-4H-s-triazolo[4,3-a][1,4]benzodiazepine.